Dataset: the Open Reaction Database (ORD), a public repository of structured organic reaction records. Task: describe an organic reaction: reactants, conditions, products, and yield Reaction SMILES: [Br:1][c:2]1[n:3][c:4]([NH:9][CH3:10])[n:5][c:6]([Br:8])[cH:7]1.[CH3:19][N:20]1[CH2:21][CH2:22][CH2:23][C:24]1=[O:25].[Na:11].[c:12]1([SH:18])[cH:13][cH:14][cH:15][cH:16][cH:17]1>>[Br:1][c:2]1[n:3][c:4]([NH:9][CH3:10])[n:5][c:6]([S:18][c:12]2[cH:13][cH:14][cH:15][cH:16][cH:17]2)[cH:7]1. The product is CNc1nc(Br)cc(Sc2ccccc2)n1. Starting materials: CNc1nc(Br)cc(Br)n1, CN1CCCC1=O, [Na], Sc1ccccc1.